Dataset: the Open Reaction Database (ORD), a public repository of structured organic reaction records. Task: describe an organic reaction: reactants, conditions, products, and yield The reactants are CC1=C(C(C(=O)O)=CC=C1)N (3-Methylanthranilic acid), ClCC(=O)Cl (chloroacetylchloride). Solvent: C1=CC=CC=C1 (benzene). Yields the product CC1=C(C(C(=O)O)=CC=C1)NC(CCl)=O (3-methyl-N(chloroacetyl)anthranilic acid). The yield is 73.4%. RXN SMILES: [CH3:1][C:2]1[CH:10]=[CH:9][CH:8]=[C:4]([C:5]([OH:7])=[O:6])[C:3]=1[NH2:11].[Cl:12][CH2:13][C:14](Cl)=[O:15]>C1C=CC=CC=1>[CH3:1][C:2]1[CH:10]=[CH:9][CH:8]=[C:4]([C:5]([OH:7])=[O:6])[C:3]=1[NH:11][C:14](=[O:15])[CH2:13][Cl:12]. Reported procedure: 3-Methylanthranilic acid 10 g (0.07 mol) was dissolved in dried benzene 100 ml. To this solution, chloroacetylchloride 5.81 ml (0.07 mol) was added dropwise at room temperature and heated under reflux for two hours. After cooling, deposited crystals were collected by filtration and recrystallized from benzene-toluene to obtain 3-methyl-N(chloroacetyl)anthranilic acid 11.7 g (yield: 79%). Starting materials: ClC1=C(C=NC2=C(C=CC(=C12)OC)OC)C#N (4-chloro-5,8-dimethoxy-3-quinolinecarbonitrile), NC1=CC=C(C(=C1)O)C (5-amino-o-cresol), C(C)OC(C)O (ethoxyethanol), C([O-])([O-])=O.[Na+].[Na+] (sodium carbonate). Run in O (water). The product is OC=1C=C(C=CC1C)NC1=C(C=NC2=C(C=CC(=C12)OC)OC)C#N (4-(3-hydroxy-4-methyl-phenylamino)-5,8-dimethoxy-quinoline-3-carbonitrile). The yield is 84.2%. As a reaction SMILES: Cl[C:2]1[C:11]2[C:6](=[C:7]([O:14][CH3:15])[CH:8]=[CH:9][C:10]=2[O:12][CH3:13])[N:5]=[CH:4][C:3]=1[C:16]#[N:17].[NH2:18][C:19]1[CH:24]=[C:23]([OH:25])[C:22]([CH3:26])=[CH:21][CH:20]=1.C(OC(O)C)C.C(=O)([O-])[O-].[Na+].[Na+]>O>[OH:25][C:23]1[CH:24]=[C:19]([NH:18][C:2]2[C:11]3[C:6](=[C:7]([O:14][CH3:15])[CH:8]=[CH:9][C:10]=3[O:12][CH3:13])[N:5]=[CH:4][C:3]=2[C:16]#[N:17])[CH:20]=[CH:21][C:22]=1[CH3:26] |f:3.4.5|. Procedure details: A mixture of 0.148 g of 4-chloro-5,8-dimethoxy-3-quinolinecarbonitrile, 0.087 g of 5-amino-o-cresol, and 5 ml of ethoxyethanol was stirred under nitrogen, at reflux temperature for 30 minutes. The mixture was cooled and added to 50 ml of water. To this mixture was added sodium carbonate to pH 9. The product was collected, washed with water, dried, and washed with 10 ml of hexanes-ethyl acetate (4:1) to give 0.168 g of 4-(3-hydroxy-4-methyl-phenylamino)-5,8-dimethoxy-quinoline-3-carbonitrile as a... Reactants: ClC1=C(C(=CC=C1)Cl)C1=CC2=C(N=C(N=C2)SC)N(C1=O)C (6-(2,6-Dichlorophenyl)-8-methyl-2-methylsulfanyl-8H-pyrido[2,3-d]pyrimidin-7-one), NCCCCN1CCN(CC1)C (1-(4-aminobutyl)-4-methylpiperazine). The solvent is CCOCC (ether). Conditions: temperature 170 celsius, time 2 minute. Product: ClC1=C(C(=CC=C1)Cl)C1=CC2=C(N=C(N=C2)NCCCCN2CCN(CC2)C)N(C1=O)C (6-(2,6-Dichlorophenyl)-8-methyl-2-[4-(4-methylpiperazin-1-yl)-butylamino]-8H-pyrido[2,3-d]-pyrimidin-7-one). RXN SMILES: [Cl:1][C:2]1[CH:7]=[CH:6][CH:5]=[C:4]([Cl:8])[C:3]=1[C:9]1[C:20](=[O:21])[N:19]([CH3:22])[C:12]2[N:13]=[C:14](SC)[N:15]=[CH:16][C:11]=2[CH:10]=1.[NH2:23][CH2:24][CH2:25][CH2:26][CH2:27][N:28]1[CH2:33][CH2:32][N:31]([CH3:34])[CH2:30][CH2:29]1>CCOCC>[Cl:1][C:2]1[CH:7]=[CH:6][CH:5]=[C:4]([Cl:8])[C:3]=1[C:9]1[C:20](=[O:21])[N:19]([CH3:22])[C:12]2[N:13]=[C:14]([NH:23][CH2:24][CH2:25][CH2:26][CH2:27][N:28]3[CH2:29][CH2:30][N:31]([CH3:34])[CH2:32][CH2:33]3)[N:15]=[CH:16][C:11]=2[CH:10]=1. Procedure: A mixture of 0.152 g (0.43 mmol) of 6-(2,6-dichlorophenyl)-8-methyl-2-methylsulfanyl-8-pyrido[2,3-d]pyrimidin-7-one of Example 37 and 0.50 g (2.90 mmol) of 1-(4-aminobutyl)-4-methylpiperazine was heated with stirring in a 170° C. oil bath. After 2 minutes, solution was complete. After 2 hours, the solution was cooled to room temperature, and the dark gum was dissolved in 25 mL of ether. The solution was washed with 4×5 mL of water. Most of the color went into the water wash. The ether solution w... Procedure details: To a suspension of methyl 2-(4-tert-butylphenyl)piperidine-4-carboxylate hydrochloride (9.66 g, 30.98 mmol) in dichloromethane (100 mL) was added DIPEA (12 mL, 68.89 mmol). The reaction mixture was cooled in an ice-bath and methyl carbonochloridate (2.8 mL, 35.56 mmol) was added dropwise over 5 min. The reaction mixture was stirred for 18 h at room temperature and washed with 3.8 N HCl. The aqueous layer was extracted with DCM. The combined organic layers were dried over MgSO4 and evaporated. Di... The solvent is ClCCl (dichloromethane). Reaction SMILES: Cl.[C:2]([C:6]1[CH:11]=[CH:10][C:9]([CH:12]2[CH2:17][CH:16]([C:18]([O:20][CH3:21])=[O:19])[CH2:15][CH2:14][NH:13]2)=[CH:8][CH:7]=1)([CH3:5])([CH3:4])[CH3:3].CCN(C(C)C)C(C)C.[C:31](Cl)(=[O:34])[O:32][CH3:33]>ClCCl>[C:2]([C:6]1[CH:11]=[CH:10][C:9]([CH:12]2[CH2:17][CH:16]([C:18]([O:20][CH3:21])=[O:19])[CH2:15][CH2:14][N:13]2[C:31]([O:32][CH3:33])=[O:34])=[CH:8][CH:7]=1)([CH3:5])([CH3:3])[CH3:4] |f:0.1|. The yield is 102.6%. Yields the product C(C)(C)(C)C1=CC=C(C=C1)C1N(CCC(C1)C(=O)OC)C(=O)OC (Dimethyl 2-(4-tert-butylphenyl)piperidine-1,4-dicarboxylate). Reactants: CCN(C(C)C)C(C)C (DIPEA), Cl.C(C)(C)(C)C1=CC=C(C=C1)C1NCCC(C1)C(=O)OC (methyl 2-(4-tert-butylphenyl)piperidine-4-carboxylate hydrochloride), C(OC)(=O)Cl (methyl carbonochloridate). Conditions: time 18 hour.